This data is from the Open Reaction Database (ORD), a public repository of structured organic reaction records. The task is: describe an organic reaction: reactants, conditions, products, and yield Reactants: NC=1C=C(C=CC1)N1CCN(CC1)CCCN1C(=O)CCC2=C(C=CC=C12)Cl (1-{3-[4-(3-aminophenyl)-1-piperazinyl]propyl}-5-chloro-3,4-dihydrocarbostyril), C(C)(=O)OC(C)=O (acetic anhydride). The reagents and catalysts are CN(C1=CC=NC=C1)C (4-dimethylaminopyridine). The solvent is C(Cl)(Cl)Cl (chloroform). Product: Cl.C(C)(=O)NC=1C=C(C=CC1)N1CCN(CC1)CCCN1C(=O)CCC2=C(C=CC=C12)Cl (1-{3-[4-(3-acetylaminophenyl)-1-piperazinyl]propyl}-5-chloro-3,4-dihydrocarbostyril hydrochloride). RXN SMILES: [NH2:1][C:2]1[CH:3]=[C:4]([N:8]2[CH2:13][CH2:12][N:11]([CH2:14][CH2:15][CH2:16][N:17]3[C:27]4[C:22](=[C:23]([Cl:28])[CH:24]=[CH:25][CH:26]=4)[CH2:21][CH2:20][C:18]3=[O:19])[CH2:10][CH2:9]2)[CH:5]=[CH:6][CH:7]=1.[C:29](OC(=O)C)(=[O:31])[CH3:30]>C(Cl)(Cl)Cl.CN(C)C1C=CN=CC=1>[ClH:28].[C:29]([NH:1][C:2]1[CH:3]=[C:4]([N:8]2[CH2:13][CH2:12][N:11]([CH2:14][CH2:15][CH2:16][N:17]3[C:27]4[C:22](=[C:23]([Cl:28])[CH:24]=[CH:25][CH:26]=4)[CH2:21][CH2:20][C:18]3=[O:19])[CH2:10][CH2:9]2)[CH:5]=[CH:6][CH:7]=1)(=[O:31])[CH3:30] |f:4.5|. Reported procedure: 1-{3-[4-(3-aminophenyl)-1-piperazinyl]propyl}-5-chloro-3,4-dihydrocarbostyril (1 g) was dissolved in 10 ml of chloroform, 5 ml of acetic anhydride and 0.1 g of 4-dimethylaminopyridine were added, and the mixture was heated under reflux for 30 minutes. The reaction mixture was concentrated under reduced pressure, and the residue was purified by silica gel column chromatography and then converted to the hydrochloride form, which was recrystallized from ethanol to give 900 mg of 1-{3-[4-(3-acetylam... Starting materials: COc1cc2nccc(Oc3ccc([N+](=O)[O-])c(C)c3C)c2cc1C(N)=O, C1CCOC1. Product: COc1cc2nccc(Oc3ccc(N)c(C)c3C)c2cc1C(N)=O. RXN SMILES: [C:1]([NH2:2])(=[O:3])[c:4]1[cH:5][c:6]2[c:7]([O:16][c:17]3[c:18]([CH3:27])[c:19]([CH3:26])[c:20]([N+:23]([O-:24])=[O:25])[cH:21][cH:22]3)[cH:8][cH:9][n:10][c:11]2[cH:12][c:13]1[O:14][CH3:15].[O:28]1[CH2:29][CH2:30][CH2:31][CH2:32]1>>[C:1]([NH2:2])(=[O:3])[c:4]1[cH:5][c:6]2[c:7]([O:16][c:17]3[c:18]([CH3:27])[c:19]([CH3:26])[c:20]([NH2:23])[cH:21][cH:22]3)[cH:8][cH:9][n:10][c:11]2[cH:12][c:13]1[O:14][CH3:15]. The reactants are Brc1ccc2c(c1)OCO2, CCOCC, C[Si](C)(Cl)CCCc1ccc(F)c(Oc2ccccc2)c1, [Li]CCCC, O. Yields the product C[Si](C)(CCCc1ccc(F)c(Oc2ccccc2)c1)c1ccc2c(c1)OCO2. As a reaction SMILES: [Br:1][c:2]1[cH:3][c:4]2[c:5]([cH:9][cH:10]1)[O:6][CH2:7][O:8]2.[CH3:38][CH2:39][O:40][CH2:41][CH3:42].[F:16][c:17]1[c:18]([O:30][c:31]2[cH:32][cH:33][cH:34][cH:35][cH:36]2)[cH:19][c:20]([CH2:23][CH2:24][CH2:25][Si:26]([Cl:27])([CH3:28])[CH3:29])[cH:21][cH:22]1.[Li:11][CH2:12][CH2:13][CH2:14][CH3:15].[OH2:37]>>[c:2]1([Si:26]([CH2:25][CH2:24][CH2:23][c:20]2[cH:19][c:18]([O:30][c:31]3[cH:32][cH:33][cH:34][cH:35][cH:36]3)[c:17]([F:16])[cH:22][cH:21]2)([CH3:28])[CH3:29])[cH:3][c:4]2[c:5]([cH:9][cH:10]1)[O:6][CH2:7][O:8]2. Starting materials: C(C)OC(=O)C1=C(COC2=CC=C(C=C2)CC(=O)OCC)C=C(C=C1)OC (ethyl 4-(2-ethoxycarbonyl-5-methoxybenzyloxy)phenylacetate), [OH-].[K+] (potassium hydroxide). Yields the product C(=O)(O)C1=C(COC2=CC=C(C=C2)CC(=O)O)C=C(C=C1)OC (4-(2-carboxy-5-methoxybenzyloxy)phenylacetic acid). As a reaction SMILES: C([O:3][C:4]([C:6]1[CH:25]=[CH:24][C:23]([O:26][CH3:27])=[CH:22][C:7]=1[CH2:8][O:9][C:10]1[CH:15]=[CH:14][C:13]([CH2:16][C:17]([O:19]CC)=[O:18])=[CH:12][CH:11]=1)=[O:5])C.[OH-].[K+]>>[C:4]([C:6]1[CH:25]=[CH:24][C:23]([O:26][CH3:27])=[CH:22][C:7]=1[CH2:8][O:9][C:10]1[CH:11]=[CH:12][C:13]([CH2:16][C:17]([OH:19])=[O:18])=[CH:14][CH:15]=1)([OH:5])=[O:3] |f:1.2|. Procedure details: Reaction of ethyl 4-(2-ethoxycarbonyl-5-methoxybenzyloxy)phenylacetate with potassium hydroxide as described in Example 1c provides 4-(2-carboxy-5-methoxybenzyloxy)phenylacetic acid as colorless crystals, mp 200°-208° C.